Dataset: the Open Reaction Database (ORD), a public repository of structured organic reaction records. Task: describe an organic reaction: reactants, conditions, products, and yield Starting materials: C1CCOC1, COC(CNC(=O)C(C)(C)NC(=O)OCc1ccccc1)OC, CCOC(C)=O, Cl. Product: CC(C)(NC(=O)OCc1ccccc1)C(=O)NCC=O. RXN SMILES: [CH2:31]1[O:32][CH2:33][CH2:34][CH2:35]1.[CH3:1][O:2][CH:3]([CH2:4][NH:5][C:6]([C:7]([CH3:8])([CH3:9])[NH:10][C:11]([O:12][CH2:13][c:14]1[cH:15][cH:16][cH:17][cH:18][cH:19]1)=[O:20])=[O:21])[O:22][CH3:23].[CH3:25][CH2:26][O:27][C:28](=[O:29])[CH3:30].[ClH:24]>>[O:2]=[CH:3][CH2:4][NH:5][C:6]([C:7]([CH3:8])([CH3:9])[NH:10][C:11]([O:12][CH2:13][c:14]1[cH:15][cH:16][cH:17][cH:18][cH:19]1)=[O:20])=[O:21].